describe an organic reaction: reactants, conditions, products, and yield From a dataset of the Open Reaction Database (ORD), a public repository of structured organic reaction records. Reactants: CNCc1ccccc1OC, O=C(O)c1cccc(-c2cnc3c(c2)N(Cc2cc(Cl)ccc2C(F)(F)F)CCN3)c1. Yields the product COc1ccccc1CN(C)C(=O)c1cccc(-c2cnc3c(c2)N(Cc2cc(Cl)ccc2C(F)(F)F)CCN3)c1. RXN SMILES: [CH3:32][NH:33][CH2:34][c:35]1[c:36]([O:41][CH3:42])[cH:37][cH:38][cH:39][cH:40]1.[Cl:1][c:2]1[cH:3][cH:4][c:5]([C:28]([F:29])([F:30])[F:31])[c:6]([CH2:7][N:8]2[c:9]3[c:10]([n:14][cH:15][c:16](-[c:18]4[cH:19][c:20]([C:21](=[O:22])[OH:23])[cH:24][cH:25][cH:26]4)[cH:17]3)[NH:11][CH2:12][CH2:13]2)[cH:27]1>>[Cl:1][c:2]1[cH:3][cH:4][c:5]([C:28]([F:29])([F:30])[F:31])[c:6]([CH2:7][N:8]2[c:9]3[c:10]([n:14][cH:15][c:16](-[c:18]4[cH:19][c:20]([C:21](=[O:22])[N:33]([CH3:32])[CH2:34][c:35]5[c:36]([O:41][CH3:42])[cH:37][cH:38][cH:39][cH:40]5)[cH:24][cH:25][cH:26]4)[cH:17]3)[NH:11][CH2:12][CH2:13]2)[cH:27]1. Reactants: NC1=CC(=C(OC2=CC=NC=3NC(N(CC32)CC3=CC=C(C=C3)OC)=O)C=C1)F (5-(4-amino-2-fluorophenoxy)-3-(4-methoxybenzyl)-3,4-dihydropyrido[2,3-d]pyrimidin-2(1H)-one), ClC1=NC=C(C=C1C(=O)Cl)Cl (2,5-dichloropyridine-3-carbonyl chloride). Solvent: N1=CC=CC=C1 (pyridine). Conditions: time 8 hour. Product: ClC1=C(C(=O)NC2=CC(=C(C=C2)OC2=CC=NC=3NC(N(CC32)CC3=CC=C(C=C3)OC)=O)F)C=C(C=N1)Cl (2,5-dichloro-N-(3-fluoro-4-{[3-(4-methoxybenzyl)-2-oxo-1,2,3,4-tetrahydropyrido[2,3-d]pyrimidin-5-yl]oxy}phenyl)nicotinamide). Reaction SMILES: [NH2:1][C:2]1[CH:28]=[CH:27][C:5]([O:6][C:7]2[C:16]3[CH2:15][N:14]([CH2:17][C:18]4[CH:23]=[CH:22][C:21]([O:24][CH3:25])=[CH:20][CH:19]=4)[C:13](=[O:26])[NH:12][C:11]=3[N:10]=[CH:9][CH:8]=2)=[C:4]([F:29])[CH:3]=1.[Cl:30][C:31]1[C:36]([C:37](Cl)=[O:38])=[CH:35][C:34]([Cl:40])=[CH:33][N:32]=1>N1C=CC=CC=1>[Cl:30][C:31]1[N:32]=[CH:33][C:34]([Cl:40])=[CH:35][C:36]=1[C:37]([NH:1][C:2]1[CH:28]=[CH:27][C:5]([O:6][C:7]2[C:16]3[CH2:15][N:14]([CH2:17][C:18]4[CH:23]=[CH:22][C:21]([O:24][CH3:25])=[CH:20][CH:19]=4)[C:13](=[O:26])[NH:12][C:11]=3[N:10]=[CH:9][CH:8]=2)=[C:4]([F:29])[CH:3]=1)=[O:38]. Reported procedure: 57 (50 mg, 0.13 mmol) and 2,5-dichloropyridine-3-carbonyl chloride (29 mg, 0.14 mmol) were suspended in pyridine (1 mL), and stirred overnight at room temperature. The crude product was purified directly via HPLC. LC-MS (M+H=568, obsd.=568). The reactants are Cl.C1(CCCCC1)N(C(CCCOC=1C=C2CN3C(=NC2=CC1)NC(C3)=O)=O)CC(=O)OC (methyl 2-(N-cyclohexyl-4-(2-oxo-1,2,3,5-tetrahydroimidazo[2,1-b]quinazolin-7-yl)oxybutyramidyl)acetate HCl), C([O-])([O-])=O.[K+].[K+] (potassium carbonate). Solvent: CCOCC (ether). Yields the product C1(CCCCC1)N(C(CCCOC=1C=C2CN3C(=NC2=CC1)NC(C3)=O)=O)CC(=O)OC (methyl 2-(N-cyclohexyl-4-(2-oxo-1,2,3,5-tetrahydroimidazo[2,1-b]quinazolin-7-yl)oxybutyramidyl)acetate). RXN SMILES: Cl.[CH:2]1([N:8]([CH2:29][C:30]([O:32][CH3:33])=[O:31])[C:9](=[O:28])[CH2:10][CH2:11][CH2:12][O:13][C:14]2[CH:15]=[C:16]3[C:21](=[CH:22][CH:23]=2)[N:20]=[C:19]2[NH:24][C:25](=[O:27])[CH2:26][N:18]2[CH2:17]3)[CH2:7][CH2:6][CH2:5][CH2:4][CH2:3]1.C(=O)([O-])[O-].[K+].[K+]>CCOCC>[CH:2]1([N:8]([CH2:29][C:30]([O:32][CH3:33])=[O:31])[C:9](=[O:28])[CH2:10][CH2:11][CH2:12][O:13][C:14]2[CH:15]=[C:16]3[C:21](=[CH:22][CH:23]=2)[N:20]=[C:19]2[NH:24][C:25](=[O:27])[CH2:26][N:18]2[CH2:17]3)[CH2:3][CH2:4][CH2:5][CH2:6][CH2:7]1 |f:0.1,2.3.4|. Reported procedure: 1.0 g of methyl 2-(N-cyclohexyl-4-(2-oxo-1,2,3,5-tetrahydroimidazo[2,1-b]quinazolin-7-yl)oxybutyramidyl)acetate HCl suspended in 50 ml of ether is stirred with one equivalent of dilute aqueous potassium carbonate solution until the salt is completely dissolved. The organic layer is then separated, washed twice with water, dried over magnesium sulfate and evaporated to yield methyl 2-(N-cyclohexyl-4-(2-oxo-1,2,3,5-tetrahydroimidazo[2,1-b]quinazolin-7-yl)oxybutyramidyl)acetate as the free base. Reagents/catalysts: [Ir] (iridium). RXN SMILES: [F:1][C:2]1[CH:14]=[CH:13][C:5]([CH:6]=[C:7]2[CH2:11][CH2:10][NH:9][C:8]2=[O:12])=[CH:4][CH:3]=1.CO>[Ir].ClCCl>[F:1][C:2]1[CH:14]=[CH:13][C:5]([CH2:6][CH:7]2[CH2:11][CH2:10][NH:9][C:8]2=[O:12])=[CH:4][CH:3]=1. Yields the product FC1=CC=C(CC2C(NCC2)=O)C=C1 (3-p-fluorobenzyl-2-pyrrolidinone). Procedure: This example describes the preparation of I where n=1 and R1=p-fluorophenyl. In a nitrogen-filled glove box, a Fisher-Porter tube was charged with iridium catalyst prepared as in Example 1 (10 mg, 0.012 mmol) and 3-(p-fluorobenzylidene)-2-pyrrolidinone (250 mg, 1.3 mmol). Methanol (3 mL) and dichloromethane (3 mL) were added and the system was flushed 4 times with hydrogen and pressured to 60 psi (0.5 MPa) H2. After 18 h the reaction mixture was filtered through a short pad of silica. The solven... Yield: 99.5%. Starting materials: Example 1, FC1=CC=C(C=C2C(NCC2)=O)C=C1 (3-(p-fluorobenzylidene)-2-pyrrolidinone), CO (Methanol). Solvent: ClCCl (dichloromethane). The reactants are CI, CCO, CC(C)(CN1CCCCC1)[N+](=O)[O-]. Product: CC(C)(C[N+]1(C)CCCCC1)[N+](=O)[O-], [I-]. RXN SMILES: [CH3:14][I:15].[CH3:16][CH2:17][OH:18].[CH3:1][C:2]([CH2:3][N:4]1[CH2:5][CH2:6][CH2:7][CH2:8][CH2:9]1)([CH3:10])[N+:11](=[O:12])[O-:13]>>[CH3:1][C:2]([CH2:3][N+:4]1([CH3:14])[CH2:5][CH2:6][CH2:7][CH2:8][CH2:9]1)([CH3:10])[N+:11](=[O:12])[O-:13].[I-:15]. The reactants are resultant mixture, NC1[C@@H]2N(C(=C(CS2)CSC=2C=CC=3N(N2)N=NN3)C(=O)O)C1=O (7-Amino-3-(tetrazolo[1,5-b]-pyridazin-6-yl)thiomethyl-3-cephem-4-carboxylic acid), C(C)(C)(C)OC(=O)CON=C(C(=O)O)C=1N=CSC1 (2-t-Butoxycarbonylmethoxyimino-2-(4-thiazolyl)acetic acid), C[N+](=CCl)C.[Cl-] (Vilsmeier reagent), C([O-])([O-])=O.[Na+].[Na+] (sodium carbonate), Cl (hydrochloric acid), aqueous solution, P(=O)(Cl)(Cl)Cl (phosphorus oxychloride). The solvent is C([O-])(O)=O.[Na+] (sodium bicarbonate), O (water), CC(=O)C (acetone), C(C)(=O)OCC (ethyl acetate), C(C)(=O)OCC (ethyl acetate), CN(C=O)C (N,N-dimethylformamide), C(C)(=O)OCC (ethyl acetate), O (Water). Conditions: time 30 minute. Yields the product C[N+](=CCl)C.[Cl-] (Vilsmeier reagent), C(C)(C)(C)OC(=O)CON=C(C(=O)NC1[C@@H]2N(C(=C(CS2)CSC=2C=CC=3N(N2)N=NN3)C(=O)O)C1=O)C=1N=CSC1 (7-[2-t-butoxycarbonylmethoxyimino-2-(4-thiazolyl)acetamido]-3-(tetrazolo[1,5-b]pyridazin-6-yl)thiomethyl-3-cephem-4-carboxylic acid). Reaction SMILES: P(Cl)(Cl)([Cl:3])=O.[C:6]([O:10][C:11]([CH2:13][O:14][N:15]=[C:16]([C:20]1[N:21]=[CH:22][S:23][CH:24]=1)[C:17]([OH:19])=O)=[O:12])([CH3:9])([CH3:8])[CH3:7].[CH3:25][N+:26]([CH3:29])=[CH:27][Cl:28].[Cl-].[NH2:31][CH:32]1[C:53](=[O:54])[N:34]2[C:35]([C:50]([OH:52])=[O:51])=[C:36]([CH2:39][S:40][C:41]3[CH:42]=[CH:43][C:44]4[N:45]([N:47]=[N:48][N:49]=4)[N:46]=3)[CH2:37][S:38][C@H:33]12.C(=O)([O-])[O-].[Na+].[Na+].Cl>C(OCC)(=O)C.C(=O)(O)[O-].[Na+].O.CC(C)=O.CN(C)C=O>[CH3:25][N+:26]([CH3:29])=[CH:27][Cl:28].[Cl-:3].[C:6]([O:10][C:11]([CH2:13][O:14][N:15]=[C:16]([C:20]1[N:21]=[CH:22][S:23][CH:24]=1)[C:17]([NH:31][CH:32]1[C:53](=[O:54])[N:34]2[C:35]([C:50]([OH:52])=[O:51])=[C:36]([CH2:39][S:40][C:41]3[CH:42]=[CH:43][C:44]4[N:45]([N:47]=[N:48][N:49]=4)[N:46]=3)[CH2:37][S:38][C@H:33]12)=[O:19])=[O:12])([CH3:7])([CH3:8])[CH3:9] |f:2.3,5.6.7,10.11,15.16|. Procedure details: Vilsmeier reagent was prepared from phosphorus oxychloride (1.6 g) and N,N-dimethylformamide (0.8 g) in ethyl acetate (3.2 ml) in a usual manner. 2-t-Butoxycarbonylmethoxyimino-2-(4-thiazolyl)acetic acid (syn isomer) (2.5 g) was added to the stirred suspension of Vilsmeier reagent in ethyl acetate (20 ml) under ice-cooling and the resultant mixture was stirred for 20 minutes at the same temperature to produce an activated acid solution. 7-Amino-3-(tetrazolo[1,5-b]-pyridazin-6-yl)thiomethyl-3-cep... Starting materials: Cl, CCOc1ccc(Cl)cc1-c1cc(Nc2ccc(COC(=O)C(C)NC(=O)OC(C)(C)C)cc2)nc(N)n1. Yields the product CCOc1ccc(Cl)cc1-c1cc(Nc2ccc(COC(=O)C(C)N)cc2)nc(N)n1. As a reaction SMILES: [ClH:39].[NH2:1][c:2]1[n:3][c:4](-[c:29]2[c:30]([O:36][CH2:37][CH3:38])[cH:31][cH:32][c:33]([Cl:35])[cH:34]2)[cH:5][c:6]([NH:8][c:9]2[cH:10][cH:11][c:12]([CH2:13][O:14][C:15]([CH:16]([CH3:17])[NH:18][C:19]([O:20][C:21]([CH3:22])([CH3:23])[CH3:24])=[O:25])=[O:26])[cH:27][cH:28]2)[n:7]1>>[NH2:1][c:2]1[n:3][c:4](-[c:29]2[c:30]([O:36][CH2:37][CH3:38])[cH:31][cH:32][c:33]([Cl:35])[cH:34]2)[cH:5][c:6]([NH:8][c:9]2[cH:10][cH:11][c:12]([CH2:13][O:14][C:15]([CH:16]([CH3:17])[NH2:18])=[O:26])[cH:27][cH:28]2)[n:7]1.